Task: describe an organic reaction: reactants, conditions, products, and yield. Dataset: the Open Reaction Database (ORD), a public repository of structured organic reaction records Reactants: ammonium peroxydisulphate (NH4)2S2O8, C(=O)=O (CO2), C(C)OC(=O)C1=NC=CC=C1C(=O)OCC (pyridine-2,3-dicarboxylic acid diethyl ester), C1(CC1)C(=O)O (cyclopropanecarboxylic acid). Reagents/catalysts: [N+](=O)([O-])[O-].[Ag+] (silver nitrate). Run in O (water), O (water), S(O)(O)(=O)=O (sulphuric acid). Product: C(C)OC(=O)C1=NC(=CC=C1C(=O)OCC)C1CC1 (6-cyclopropyl-pyridine-2,3-dicarboxylic acid diethyl ester). As a reaction SMILES: [CH2:1]([O:3][C:4]([C:6]1[C:11]([C:12]([O:14][CH2:15][CH3:16])=[O:13])=[CH:10][CH:9]=[CH:8][N:7]=1)=[O:5])[CH3:2].[CH:17]1(C(O)=O)[CH2:19][CH2:18]1.C(=O)=O>O.S(=O)(=O)(O)O.[N+]([O-])([O-])=O.[Ag+]>[CH2:1]([O:3][C:4]([C:6]1[C:11]([C:12]([O:14][CH2:15][CH3:16])=[O:13])=[CH:10][CH:9]=[C:8]([CH:17]2[CH2:19][CH2:18]2)[N:7]=1)=[O:5])[CH3:2] |f:5.6|. Reported procedure: 40 g of pyridine-2,3-dicarboxylic acid diethyl ester are dissolved in a mixture of 400 g of water and 36 g of concentrated sulphuric acid and 6.1 g of silver nitrate (AgNO3). Subsequently, 32 g of cyclopropanecarboxylic acid are added and the reaction mixture is heated to 70°. A solution of 82.1 g of ammonium peroxydisulphate (NH4)2S2O8 in 300 ml of water is added dropwise thereto while stirring vigorously. When the evolution of CO2 has ceased, the reaction mixture is stirred for a further 20 mi... Reactants: C(C)(C)(C)OC(CCCCCCCCCCCCCCCCNC(CCN(C(=O)OC(C)(C)C)CCC(=O)OCC1=CC=CC=C1)=O)=O (17-{3-[(2-Benzyloxycarbonylethyl)tert-butoxycarbonylamino]propionylamino}heptadecanoic acid tert-butyl ester). Solvent: C1CCOC1 (THF). Reaction conditions: time 16 hour. Yields the product C(C)(C)(C)OC(CCCCCCCCCCCCCCCCNC(CCN(CCC(=O)O)C(=O)OC(C)(C)C)=O)=O (17-{3-[tert-Butoxycarbonyl (2-carboxyethyl)amino]propionylamino}heptadecanoic acid tert-butyl ester). The yield is 102.6%. RXN SMILES: [C:1]([O:5][C:6](=[O:48])[CH2:7][CH2:8][CH2:9][CH2:10][CH2:11][CH2:12][CH2:13][CH2:14][CH2:15][CH2:16][CH2:17][CH2:18][CH2:19][CH2:20][CH2:21][CH2:22][NH:23][C:24](=[O:47])[CH2:25][CH2:26][N:27]([CH2:35][CH2:36][C:37]([O:39]CC1C=CC=CC=1)=[O:38])[C:28]([O:30][C:31]([CH3:34])([CH3:33])[CH3:32])=[O:29])([CH3:4])([CH3:3])[CH3:2]>C1COCC1>[C:1]([O:5][C:6](=[O:48])[CH2:7][CH2:8][CH2:9][CH2:10][CH2:11][CH2:12][CH2:13][CH2:14][CH2:15][CH2:16][CH2:17][CH2:18][CH2:19][CH2:20][CH2:21][CH2:22][NH:23][C:24](=[O:47])[CH2:25][CH2:26][N:27]([C:28]([O:30][C:31]([CH3:34])([CH3:33])[CH3:32])=[O:29])[CH2:35][CH2:36][C:37]([OH:39])=[O:38])([CH3:4])([CH3:2])[CH3:3]. Reported procedure: 17-{3-[(2-Benzyloxycarbonylethyl)tert-butoxycarbonylamino]propionylamino}heptadecanoic acid tert-butyl ester (0.135 g, 0.2 mmol) was dissolved in THF (10 mL) in a flask. The flask was filled with nitrogen and purged under vacuum several times. Pd/C, wet 10% (0.03 g) was added and the flask was equipped with a balloon filled with the mixture was stirred for 16 h. The mixture was filtered through a celite, eluting with THF. The filtrate was concentrated under vacuum. TLC indicated the reaction was... Starting materials: O=C1CCC(=O)N1Br, O=C(OOC(=O)c1ccccc1)c1ccccc1, ClC(Cl)(Cl)Cl, Cc1ccc(-c2ccno2)cc1. Yields the product BrCc1ccc(-c2ccno2)cc1. As a reaction SMILES: [Br:13][N:14]1[C:15](=[O:16])[CH2:17][CH2:18][C:19]1=[O:20].[C:21]([O:22][O:23][C:24](=[O:25])[c:26]1[cH:27][cH:28][cH:29][cH:30][cH:31]1)(=[O:32])[c:33]1[cH:34][cH:35][cH:36][cH:37][cH:38]1.[C:39]([Cl:40])([Cl:41])([Cl:42])[Cl:43].[CH3:1][c:2]1[cH:3][cH:4][c:5](-[c:8]2[cH:9][cH:10][n:11][o:12]2)[cH:6][cH:7]1>>[CH2:1]([c:2]1[cH:3][cH:4][c:5](-[c:8]2[cH:9][cH:10][n:11][o:12]2)[cH:6][cH:7]1)[Br:13]. Starting materials: N (Ammonia), CN1C2CC(CC1CC2)N2N=CC(=C2)[N+](=O)[O-] (8-Methyl-3-(4-nitro-1H-pyrazol-1-yl)-8-azabicyclo[3.2.1]octane). Reagents/catalysts: [Ni] (Ra—Ni). The solvent is CO (MeOH). Reaction conditions: time 2 hour. Yields the product CN1C2CC(CC1CC2)N2N=CC(=C2)N (1-(8-Methyl-8-azabicyclo[3.2.1]oct-3-yl)-1H-pyrazol-4-amine). Yield: 74.1%. As a reaction SMILES: N.[CH3:2][N:3]1[CH:8]2[CH2:9][CH2:10][CH:4]1[CH2:5][CH:6]([N:11]1[CH:15]=[C:14]([N+:16]([O-])=O)[CH:13]=[N:12]1)[CH2:7]2>CO.[Ni]>[CH3:2][N:3]1[CH:8]2[CH2:9][CH2:10][CH:4]1[CH2:5][CH:6]([N:11]1[CH:15]=[C:14]([NH2:16])[CH:13]=[N:12]1)[CH2:7]2. Procedure details: Ammonia was bubbled for 15 min in a solution of 8-Methyl-3-(4-nitro-1H-pyrazol-1-yl)-8-azabicyclo[3.2.1]octane (3.4 g, 14.4 mmol) in MeOH (300 mL). The solution was then hydrogenated (3 bars) in presence of Ra—Ni (2 g) at RT. After 2 h, the catalyst was filtered off and the filtrate was concentrated under reduced pressure. The solid was purified by trituration in acetonitrile (25 mL) to give the title compound as a white solid (2.2 g, 75%). 1H NMR (400 MHz, DMSO-d6) δ 7.08 (brs, 1H), 6.87 (brs, ...